This data is from the Open Reaction Database (ORD), a public repository of structured organic reaction records. The task is: describe an organic reaction: reactants, conditions, products, and yield The reactants are COC1=NC2=CC=CC(=C2C=C1)[N+](=O)[O-] (2-methoxy-5-nitroquinoline), [H][H] (hydrogen). The reagents and catalysts are [Pd] (Pd—C). Solvent: C(C)(=O)OCC (ethyl acetate). The product is NC1=C2C=CC(=NC2=CC=C1)OC (5-Amino-2-methoxyquinoline). As a reaction SMILES: [CH3:1][O:2][C:3]1[CH:12]=[CH:11][C:10]2[C:5](=[CH:6][CH:7]=[CH:8][C:9]=2[N+:13]([O-])=O)[N:4]=1.[H][H]>C(OCC)(=O)C.[Pd]>[NH2:13][C:9]1[CH:8]=[CH:7][CH:6]=[C:5]2[C:10]=1[CH:11]=[CH:12][C:3]([O:2][CH3:1])=[N:4]2. Procedure details: 550 mg (2.7 mmol) of 2-methoxy-5-nitroquinoline is stirred in 15 ml of ethyl acetate in the presence of 138 mg of 10% Pd—C for 5 hours in a hydrogen atmosphere. The batch is filtered, and the filtrate is concentrated by evaporation: 520 mg of a light yellow oil. Starting materials: FC1=C(C=CC=C1)CC=O (2-Fluorophenylacetaldehyde), ethyl 4-(2-fluorophenyl)-4-isopropyl-3-butanoate, FC1=C(C=CC=C1)C=CC(C(=O)O)C(C)C (4-(2-fluorophenyl)-2-isopropyl-3-butenoic acid), acid chloride, O(C1=CC=CC=C1)C=1C=C(CO)C=CC1 (m-phenoxybenzyl alcohol). Yields the product FC1=C(C=CC=C1)C=CC(C(=O)OCC1=CC(=CC=C1)OC1=CC=CC=C1)C(C)C (m-phenoxybenzyl 4-(2-fluorophenyl)-2-isopropyl-3-butenoate). Reaction SMILES: FC1C=CC=CC=1CC=O.[F:11][C:12]1[CH:17]=[CH:16][CH:15]=[CH:14][C:13]=1[CH:18]=[CH:19][CH:20]([CH:24]([CH3:26])[CH3:25])[C:21]([OH:23])=[O:22].[O:27]([C:34]1[CH:35]=[C:36]([CH:39]=[CH:40][CH:41]=1)[CH2:37]O)[C:28]1[CH:33]=[CH:32][CH:31]=[CH:30][CH:29]=1>>[F:11][C:12]1[CH:17]=[CH:16][CH:15]=[CH:14][C:13]=1[CH:18]=[CH:19][CH:20]([CH:24]([CH3:26])[CH3:25])[C:21]([O:23][CH2:37][C:36]1[CH:39]=[CH:40][CH:41]=[C:34]([O:27][C:28]2[CH:33]=[CH:32][CH:31]=[CH:30][CH:29]=2)[CH:35]=1)=[O:22]. Procedure details: 2-Fluorophenylacetaldehyde is converted into ethyl 4-(2-fluorophenyl)-4-isopropyl-3-butanoate and hydrolyzed to the acid using the procedure of Example 9. The acid, 4-(2-fluorophenyl)-2-isopropyl-3-butenoic acid, is reacted, via the acid chloride, with m-phenoxybenzyl alcohol to yield m-phenoxybenzyl 4-(2-fluorophenyl)-2-isopropyl-3-butenoate, MS m/e 404.3 (M+). 2-Fluorophenylacetaldehyde is prepared from o-fluoro-β-methoxystyrene via the dimethylacetal using the procedure of Winterfeldt, Berich... Starting materials: CCNC(=O)c1cc(-c2cc(C(C)(C)C)c(OCc3ccccc3)cc2OCc2ccccc2)on1, CC#N, [Ce], O=C1CCC(=O)N1I, O=[N+]([O-])[O-], [NH4+]. The product is CCNC(=O)c1noc(-c2cc(C(C)(C)C)c(OCc3ccccc3)cc2OCc2ccccc2)c1I. Reaction SMILES: [CH2:9]([CH3:10])[NH:11][C:12](=[O:13])[c:14]1[n:15][o:16][c:17](-[c:19]2[c:20]([O:37][CH2:38][c:39]3[cH:40][cH:41][cH:42][cH:43][cH:44]3)[cH:21][c:22]([O:29][CH2:30][c:31]3[cH:32][cH:33][cH:34][cH:35][cH:36]3)[c:23]([C:25]([CH3:26])([CH3:27])[CH3:28])[cH:24]2)[cH:18]1.[CH3:51][C:52]#[N:53].[Ce:49].[I:1][N:2]1[C:3](=[O:4])[CH2:5][CH2:6][C:7]1=[O:8].[N+:45]([O-:46])([O-:47])=[O:48].[NH4+:50]>>[I:1][c:18]1[c:14]([C:12]([NH:11][CH2:9][CH3:10])=[O:13])[n:15][o:16][c:17]1-[c:19]1[c:20]([O:37][CH2:38][c:39]2[cH:40][cH:41][cH:42][cH:43][cH:44]2)[cH:21][c:22]([O:29][CH2:30][c:31]2[cH:32][cH:33][cH:34][cH:35][cH:36]2)[c:23]([C:25]([CH3:26])([CH3:27])[CH3:28])[cH:24]1. Starting materials: oily product, IC=1C2=C(N=CN1)NC=C2 (4-iodo-7H-pyrrolo[2,3-d]pyrimidine), C[Si](C)(C)CCOCCl (trimethylsilylethoxymethyl chloride), [H-].[Na+] (sodium hydride). Run in CN(C)C=O (DMF). Yields the product IC=1C2=C(N=CN1)N(C=C2)COCC[Si](C)(C)C (4-Iodo-7-(2-trimethylsilanyl-ethoxymethyl)-7H-pyrrolo[2,3-d]pyrimidine). RXN SMILES: [I:1][C:2]1[C:3]2[CH:10]=[CH:9][NH:8][C:4]=2[N:5]=[CH:6][N:7]=1.[H-].[Na+].[CH3:13][Si:14]([CH2:17][CH2:18][O:19][CH2:20]Cl)([CH3:16])[CH3:15]>CN(C=O)C>[I:1][C:2]1[C:3]2[CH:10]=[CH:9][N:8]([CH2:20][O:19][CH2:18][CH2:17][Si:14]([CH3:16])([CH3:15])[CH3:13])[C:4]=2[N:5]=[CH:6][N:7]=1 |f:1.2|. Reported procedure: 610 mg (2.49 mmol) of 4-iodo-7H-pyrrolo[2,3-d]pyrimidine was dissolved in 2.5 mL DMF. 110 mg (2.74 mmol) of 60% sodium hydride was added followed by 480 μL (2.74 mmol) of trimethylsilylethoxymethyl chloride. Yield: 750 mg of an oily product, 90% pure. Yields the product C=C.C=CC.C=CC=C (ethylene/propylene 1,3-butadiene). Reaction conditions: time 20 minute. RXN SMILES: [CH2:1]=[CH:2][CH:3]=[CH2:4].C=C.[CH2:7]=[CH:8][CH3:9]>>[CH2:1]=[CH2:2].[CH2:7]=[CH:8][CH3:9].[CH2:1]=[CH:2][CH:3]=[CH2:4] |f:3.4.5|. Procedure details: A polyolefin copolymer was obtained in the same manner as that of Example 1 except for changing the amount of 1,3 butadiene to 10.0 g, the polymerization temperature to 30° C., and the polymerization time to 20 minutes. The yield of the obtained polyolefin copolymer was 17.7 g. In the composition of the copolymer, the content of ethylene was 64.2% by mole, the content of propylene was 31.9% by mole, and the content of 1,3-butadiene was 3.8% by mole. The intrinsic viscosity [η] of the copolymer w... The reactants are C=CC=C (1,3 butadiene), C=CC (propylene), C=CC=C (1,3-butadiene), polyolefin, C=C (ethylene). Reactants: CC(C)(C)OC(=O)N1CCCC1C(=O)O, Nc1ncnn2c(C3CCNCC3)cc(-c3ccc4cn(Cc5ccccc5)nc4c3)c12, CCN=C=NCCCN(C)C, CCN(C(C)C)C(C)C, Cl, CN(C)C=O, On1nnc2ccccc21. The product is CC(C)(C)OC(=O)N1CCCC1C(=O)N1CCC(c2cc(-c3ccc4cn(Cc5ccccc5)nc4c3)c3c(N)ncnn23)CC1. As a reaction SMILES: [C:10]([CH3:11])([CH3:12])([CH3:13])[O:14][C:15](=[O:16])[N:17]1[CH:18]([C:19](=[O:20])[OH:21])[CH2:22][CH2:23][CH2:24]1.[CH2:47]([c:48]1[cH:49][cH:50][cH:51][cH:52][cH:53]1)[n:54]1[n:55][c:56]2[cH:57][c:58](-[c:63]3[cH:64][c:65]([CH:73]4[CH2:74][CH2:75][NH:76][CH2:77][CH2:78]4)[n:66]4[n:67][cH:68][n:69][c:70]([NH2:72])[c:71]34)[cH:59][cH:60][c:61]2[cH:62]1.[CH3:26][N:27]([CH3:28])[CH2:29][CH2:30][CH2:31][N:32]=[C:33]=[N:34][CH2:35][CH3:36].[CH:1]([N:2]([CH2:3][CH3:4])[CH:5]([CH3:6])[CH3:7])([CH3:8])[CH3:9].[ClH:25].[O:79]=[CH:80][N:81]([CH3:82])[CH3:83].[OH:37][n:38]1[c:39]2[cH:40][cH:41][cH:42][cH:43][c:44]2[n:45][n:46]1>>[C:10]([CH3:11])([CH3:12])([CH3:13])[O:14][C:15](=[O:16])[N:17]1[CH:18]([C:19](=[O:21])[N:76]2[CH2:75][CH2:74][CH:73]([c:65]3[cH:64][c:63](-[c:58]4[cH:57][c:56]5[n:55][n:54]([CH2:47][c:48]6[cH:49][cH:50][cH:51][cH:52][cH:53]6)[cH:62][c:61]5[cH:60][cH:59]4)[c:71]4[n:66]3[n:67][cH:68][n:69][c:70]4[NH2:72])[CH2:78][CH2:77]2)[CH2:22][CH2:23][CH2:24]1. The reactants are ClC=1C=CC(=C(C1)C1=CC(N(C=C1OC)CC(=O)OC(C)(C)C)=O)OC(F)F (tert-butyl {4-[5-chloro-2-(difluoromethoxy)phenyl]-5-methoxy-2-oxopyridin-1(2H)-yl}acetate), bis(trimethylsilyl)lithium amide, FC(S(=O)(=O)OCC(C)C)(F)F (isobutyl trifluoromethanesulphonate). Product: ClC=1C=CC(=C(C1)C1=CC(N(C=C1OC)C(C(=O)OC(C)(C)C)CC(C)C)=O)OC(F)F (tert-Butyl 2-{4-[5-chloro-2-(difluoromethoxy)phenyl]-5-methoxy-2-oxopyridin-1(2H)-yl}-4-methylpentanoate). Reaction SMILES: [Cl:1][C:2]1[CH:3]=[CH:4][C:5]([O:25][CH:26]([F:28])[F:27])=[C:6]([C:8]2[C:13]([O:14][CH3:15])=[CH:12][N:11]([CH2:16][C:17]([O:19][C:20]([CH3:23])([CH3:22])[CH3:21])=[O:18])[C:10](=[O:24])[CH:9]=2)[CH:7]=1.FC(F)(F)S(O[CH2:35][CH:36]([CH3:38])[CH3:37])(=O)=O>>[Cl:1][C:2]1[CH:3]=[CH:4][C:5]([O:25][CH:26]([F:28])[F:27])=[C:6]([C:8]2[C:13]([O:14][CH3:15])=[CH:12][N:11]([CH:16]([CH2:35][CH:36]([CH3:38])[CH3:37])[C:17]([O:19][C:20]([CH3:23])([CH3:22])[CH3:21])=[O:18])[C:10](=[O:24])[CH:9]=2)[CH:7]=1. Reported procedure: 416 mg (1.00 mmol) of tert-butyl {4-[5-chloro-2-(difluoromethoxy)phenyl]-5-methoxy-2-oxopyridin-1(2H)-yl}acetate in the presence of 1.20 ml (1.20 mmol, 1.2 eq.) of bis(trimethylsilyl)lithium amide (1M in THF) and 309 mg (1.50 mmol, 1.5 eq.) of isobutyl trifluoromethanesulphonate were reacted according to General Method 7B. Yield: 370 mg (75% of theory)